Dataset: the Open Reaction Database (ORD), a public repository of structured organic reaction records. Task: describe an organic reaction: reactants, conditions, products, and yield Reactants: NC1=C(C2=CC=C(C=CC2=C1C(=O)OCC)CC(NO)=O)C(=O)OCC (diethyl 2-amino-6-[(hydroxycarbamoyl)-methyl]-azulene-1,3-dicarboxylate), CS(=O)C (dimethyl sulphoxide), CN=C=O (methyl isocyanate). Solvent: O (water). Reaction conditions: time 18 hour. Product: NC1=C(C2=CC=C(C=CC2=C1C(=O)OCC)CC(NOC(=O)NC)=O)C(=O)OCC (Diethyl 2-amino-6-{[(N-methylamino)-carbonyloxy-carbamoyl]-methyl}-azulene-1,3-dicarboxylate). As a reaction SMILES: [NH2:1][C:2]1[C:11]([C:12]([O:14][CH2:15][CH3:16])=[O:13])=[C:10]2[C:4](=[CH:5][CH:6]=[C:7]([CH2:17][C:18](=[O:21])[NH:19][OH:20])[CH:8]=[CH:9]2)[C:3]=1[C:22]([O:24][CH2:25][CH3:26])=[O:23].CS(C)=O.[CH3:31][N:32]=[C:33]=[O:34]>O>[NH2:1][C:2]1[C:11]([C:12]([O:14][CH2:15][CH3:16])=[O:13])=[C:10]2[C:4](=[CH:5][CH:6]=[C:7]([CH2:17][C:18](=[O:21])[NH:19][O:20][C:33]([NH:32][CH3:31])=[O:34])[CH:8]=[CH:9]2)[C:3]=1[C:22]([O:24][CH2:25][CH3:26])=[O:23]. Procedure details: A mixture of 0.2 g (0.55 mmol) of diethyl 2-amino-6-[(hydroxycarbamoyl)-methyl]-azulene-1,3-dicarboxylate, 5 ml of dimethyl sulphoxide and 35 □l (0.6 mmol) of methyl isocyanate is stirred at room temperature for 18 hours. Thereafter, the mixture is diluted with water, extracted with dichloromethane and the extract is chromatographed on silica gel. Elution with ethyl acetate gives 60 mg (36% of theory) of the title compound of m.p. 222-224° C. The reactants are COC=1C=C(C=C2CCN(CC2)CC2=CC=CC=C2)C=CC1OC (4-(3,4-dimethoxybenzylidene)-1-phenylmethylpiperidine), solution, Cl (hydrochloric acid). Reagents/catalysts: [OH-].[Pd+2].[OH-] (palladium hydroxide). Run in CO (methanol), C(C)(C)O (isopropanol). Yields the product COC=1C=C(C=CC1OC)CC1CCNCC1 (4-(3,4-dimethoxyphenylmethyl)-piperidine). The yield is 98.2%. Reaction SMILES: [CH3:1][O:2][C:3]1[CH:4]=[C:5]([CH:20]=[CH:21][C:22]=1[O:23][CH3:24])[CH:6]=[C:7]1[CH2:12][CH2:11][N:10](CC2C=CC=CC=2)[CH2:9][CH2:8]1.Cl>CO.C(O)(C)C.[OH-].[Pd+2].[OH-]>[CH3:1][O:2][C:3]1[CH:4]=[C:5]([CH2:6][CH:7]2[CH2:12][CH2:11][NH:10][CH2:9][CH2:8]2)[CH:20]=[CH:21][C:22]=1[O:23][CH3:24] |f:4.5.6|. Procedure: 4-(3,4-Dimethoxyphenylmethyl)piperidine is prepared by hydrogenation at 20° C., under two atmospheres, in the presence of palladium hydroxide (0.042 g), of 4-(3,4-dimethoxybenzylidene)-1-phenylmethylpiperidine (0.42 g) in methanol (100 cc), to which a 5N solution of hydrochloric acid in isopropanol (0.26 cc) has been added. After filtration and evaporation of the solvent under reduced pressure, 4-(3,4-dimethoxyphenylmethyl)-piperidine (0.3 g) is isolated in the form of a white solid whose meltin... Starting materials: Cc1ccc(-c2cc3nc(N)nc(N)c3c3ccn(C)c23)s1, CN(C)C=O, [H-], CI, [Na+], O. The product is CNc1nc(N)nc2cc(-c3ccc(C)s3)c3c(ccn3C)c12. Reaction SMILES: [CH3:1][n:2]1[cH:3][cH:4][c:5]2[c:6]3[c:7]([NH2:22])[n:8][c:9]([NH2:21])[n:10][c:11]3[cH:12][c:13](-[c:15]3[s:16][c:17]([CH3:20])[cH:18][cH:19]3)[c:14]12.[CH3:28][N:29]([CH3:30])[CH:31]=[O:32].[H-:23].[I:25][CH3:26].[Na+:24].[OH2:27]>>[CH3:1][n:2]1[cH:3][cH:4][c:5]2[c:6]3[c:7]([NH:22][CH3:26])[n:8][c:9]([NH2:21])[n:10][c:11]3[cH:12][c:13](-[c:15]3[s:16][c:17]([CH3:20])[cH:18][cH:19]3)[c:14]12. Starting materials: C1(=C(C=CC=C1)C=1C=C(C=CC1)NC1=CC=C(C=O)C=C1)C (4-(m-tolylphenylamino)benzaldehyde), C(CCC)[Li] (n-Butyllithium), CCCCCC (hexane), 2,5-bis(triphenylmethylenephosphonium) 1,4-dimethoxybenzene, O (water). The solvent is O1CCCC1 (tetrahydrofuran), C1CCOC1 (THF). Yields the product C1(=C(C=CC=C1)C=1C=C(C=CC1)NC1=CC=C(C=C1)C(CCCC)O)C (1-[4-(m-tolylphenylamino)phenyl]-pentan-1-ol). RXN SMILES: [CH2:1]([Li])[CH2:2][CH2:3][CH3:4].CCCCCC.[C:12]1([CH3:33])[CH:17]=[CH:16][CH:15]=[CH:14][C:13]=1[C:18]1[CH:19]=[C:20]([NH:24][C:25]2[CH:32]=[CH:31][C:28]([CH:29]=[O:30])=[CH:27][CH:26]=2)[CH:21]=[CH:22][CH:23]=1.O>C1COCC1>[C:12]1([CH3:33])[CH:17]=[CH:16][CH:15]=[CH:14][C:13]=1[C:18]1[CH:19]=[C:20]([NH:24][C:25]2[CH:26]=[CH:27][C:28]([CH:29]([OH:30])[CH2:1][CH2:2][CH2:3][CH3:4])=[CH:31][CH:32]=2)[CH:21]=[CH:22][CH:23]=1. Procedure: n-Butyllithium (28.5 mL of a 2.5 M hexane solution, 71.3 mmol) was added dropwise to a slurry of 2,5-bis(triphenylmethylenephosphonium)-1,4-dimethoxybenzene (26.8 g, 35.2 mmol) in dry THF (450 mL) at −78° C.; the reaction mixture immediately became very dark. The cooling bath was removed and the reaction mixture was allowed to warm to room temperature over 2 h before recooling to −78° C. and adding a solution 4-(m-tolylphenylamino)benzaldehyde (21.2 g, 73.8 mmol) in dry tetrahydrofuran (100 mL) ... Starting materials: Cc1ccccc1, O=C(N1CCc2ccc(Cl)c(OS(=O)(=O)C(F)(F)F)c2CC1)C(F)(F)F, CC(N)c1ccc(F)cc1. The product is CC(Nc1c(Cl)ccc2c1CCN(C(=O)C(F)(F)F)CC2)c1ccc(F)cc1. As a reaction SMILES: [CH3:37][c:38]1[cH:39][cH:40][cH:41][cH:42][cH:43]1.[Cl:1][c:2]1[c:3]([O:19][S:20]([C:21]([F:22])([F:23])[F:24])(=[O:25])=[O:26])[c:4]2[c:5]([cH:17][cH:18]1)[CH2:6][CH2:7][N:8]([C:11]([C:12]([F:13])([F:14])[F:15])=[O:16])[CH2:9][CH2:10]2.[F:27][c:28]1[cH:29][cH:30][c:31]([CH:34]([CH3:35])[NH2:36])[cH:32][cH:33]1>>[Cl:1][c:2]1[c:3]([NH:36][CH:34]([c:31]2[cH:30][cH:29][c:28]([F:27])[cH:33][cH:32]2)[CH3:35])[c:4]2[c:5]([cH:17][cH:18]1)[CH2:6][CH2:7][N:8]([C:11]([C:12]([F:13])([F:14])[F:15])=[O:16])[CH2:9][CH2:10]2. The reactants are Cl.NC(CO)(CCC1=CC=C(C=C1)OCCCCC1=CC=CC=C1)CC (2-amino-2-ethyl-4-(4-(4-phenylbutyloxy)phenyl)butanol hydrochloride), C(O)([O-])=O.[K+] (potassium hydrogencarbonate), [N+](=O)([O-])C=1C=C(C(=O)Cl)C=C(C1)[N+](=O)[O-] (3,5-dinitrobenzoyl chloride). Run in C(C)(=O)OCC (ethyl acetate), O (water). Run at time 2.5 hour. Yields the product compound, [N+](=O)([O-])C=1C=C(C(=O)OCC(CCC2=CC=C(C=C2)OCCCCC2=CC=CC=C2)(NC(C2=CC(=CC(=C2)[N+](=O)[O-])[N+](=O)[O-])=O)CC)C=C(C1)[N+](=O)[O-] (2-ethyl-2-(3,5-dinitrobenzamido)-4-(4-(4-phenylbutyloxy)phenyl)butyl 3,5-dinitrobenzoate). Yield: 50.9%. Reaction SMILES: Cl.[NH2:2][C:3]([CH2:25][CH3:26])([CH2:6][CH2:7][C:8]1[CH:13]=[CH:12][C:11]([O:14][CH2:15][CH2:16][CH2:17][CH2:18][C:19]2[CH:24]=[CH:23][CH:22]=[CH:21][CH:20]=2)=[CH:10][CH:9]=1)[CH2:4][OH:5].[C:27](=[O:30])([O-])O.[K+].[N+:32]([C:35]1[CH:36]=[C:37]([CH:41]=[C:42]([N+:44]([O-:46])=[O:45])[CH:43]=1)[C:38](Cl)=[O:39])([O-:34])=[O:33]>C(OCC)(=O)C.O>[N+:32]([C:35]1[CH:36]=[C:37]([CH:41]=[C:42]([N+:44]([O-:46])=[O:45])[CH:43]=1)[C:38]([O:5][CH2:4][C:3]([CH2:25][CH3:26])([NH:2][C:27](=[O:30])[C:37]1[CH:36]=[C:35]([N+:32]([O-:34])=[O:33])[CH:43]=[C:42]([N+:44]([O-:46])=[O:45])[CH:41]=1)[CH2:6][CH2:7][C:8]1[CH:13]=[CH:12][C:11]([O:14][CH2:15][CH2:16][CH2:17][CH2:18][C:19]2[CH:20]=[CH:21][CH:22]=[CH:23][CH:24]=2)=[CH:10][CH:9]=1)=[O:39])([O-:34])=[O:33] |f:0.1,2.3|. Reported procedure: To a solution of 2-amino-2-ethyl-4-(4-(4-phenylbutyloxy)phenyl)butanol hydrochloride (3.0 g) in ethyl acetate (100 ml) were added a solution of potassium hydrogencarbonate (1.6 g) in water (50 ml) and 3,5-dinitrobenzoyl chloride (3.6 g). The mixture was stirred vigorously at room temperature for 2.5 hours and extracted with ethyl acetate. The ethyl acetate layer was washed with an aqueous sodium hydrogencarbonate solution and a saturated brine, dried over anhydrous sodium sulfate and the solvent...